From a dataset of the Open Reaction Database (ORD), a public repository of structured organic reaction records. describe an organic reaction: reactants, conditions, products, and yield Yields the product CCn1nnnc1-c1cc(C(=O)O)cc(-c2ccc(C)cc2)c1. RXN SMILES: [CH2:29]1[O:30][CH2:31][CH2:32][CH2:33]1.[CH3:4][O:5][C:6](=[O:7])[c:8]1[cH:9][c:10](-[c:21]2[cH:22][cH:23][c:24]([CH3:27])[cH:25][cH:26]2)[cH:11][c:12](-[c:14]2[n:15][n:16][n:17][n:18]2[CH2:19][CH3:20])[cH:13]1.[Li+:2].[OH-:1].[OH2:28].[OH2:3]>>[O:5]=[C:6]([OH:7])[c:8]1[cH:9][c:10](-[c:21]2[cH:22][cH:23][c:24]([CH3:27])[cH:25][cH:26]2)[cH:11][c:12](-[c:14]2[n:15][n:16][n:17][n:18]2[CH2:19][CH3:20])[cH:13]1. Reactants: C1CCOC1, CCn1nnnc1-c1cc(C(=O)OC)cc(-c2ccc(C)cc2)c1, [Li+], [OH-], O, O. Reactants: [BH4-], CO, O=C(Nc1c(Cl)cncc1Cl)C(=O)c1cn(Cc2ccc(F)cc2)c2ccc(O)cc12, [Na+], [Na+], [OH-]. Reaction SMILES: [BH4-:32].[CH3:34][OH:35].[Cl:1][c:2]1[cH:3][n:4][cH:5][c:6]([Cl:31])[c:7]1[NH:8][C:9]([C:10](=[O:11])[c:12]1[cH:13][n:14]([CH2:22][c:23]2[cH:24][cH:25][c:26]([F:29])[cH:27][cH:28]2)[c:15]2[cH:16][cH:17][c:18]([OH:21])[cH:19][c:20]12)=[O:30].[Na+:33].[Na+:37].[OH-:36]>>[Cl:1][c:2]1[cH:3][n:4][cH:5][c:6]([Cl:31])[c:7]1[NH:8][C:9]([CH:10]([OH:11])[c:12]1[cH:13][n:14]([CH2:22][c:23]2[cH:24][cH:25][c:26]([F:29])[cH:27][cH:28]2)[c:15]2[cH:16][cH:17][c:18]([OH:21])[cH:19][c:20]12)=[O:30]. Product: O=C(Nc1c(Cl)cncc1Cl)C(O)c1cn(Cc2ccc(F)cc2)c2ccc(O)cc12. The reactants are C(=O)(OCC)N1C(C=2C(C1=O)=CC=CC2)=O (N-carbethoxyphthalimide), N1C=C(C2=CC=CC=C12)CCN (2-(1H-indol-3-yl)ethylamine). The product is N1C=C(C2=CC=CC=C12)CCN1C(C2=CC=CC=C2C1=O)=O (2-[2-(1H-indol-3-yl)-ethyl]-isoindole-1,3-dione). The yield is 85.5%. As a reaction SMILES: [C:1]([N:6]1[C:10](=[O:11])[C:9]2=[CH:12][CH:13]=[CH:14][CH:15]=[C:8]2[C:7]1=[O:16])(OCC)=O.[NH:17]1[C:25]2[C:20](=[CH:21][CH:22]=[CH:23][CH:24]=2)[C:19]([CH2:26]CN)=[CH:18]1>>[NH:17]1[C:25]2[C:20](=[CH:21][CH:22]=[CH:23][CH:24]=2)[C:19]([CH2:26][CH2:1][N:6]2[C:7](=[O:16])[C:8]3[C:9](=[CH:12][CH:13]=[CH:14][CH:15]=3)[C:10]2=[O:11])=[CH:18]1. Reported procedure: To a stirred suspension of 2-(1H-indol-3-yl)ethylamine (2.0 g in 20 mL of dry tetrahydrofuran) was added N-carbethoxyphthalimide (2.85 g) and the mixture heated to reflux on an oil bath. After 48 hours the reaction was cooled to room temperature, filtered and the filtrate concentrated in vacuo. The resulting solid was suspended in a mixture of hexane/methylene chloride (2.5:1) and filtered. Purification of the collected solids by flash chromatography on silica gel (methylene chloride:methanol, 9... The reactants are CC(NC(=O)OC(C)(C)C)C(=O)O, COC(=O)C1CCCN1, CN1CCOCC1, Cl, CN(C)C=O, O, O, On1nnc2ccccc21. The product is COC(=O)C1CCCN1C(=O)C(C)NC(=O)OC(C)(C)C. Reaction SMILES: [C:1](=[O:2])([O:3][C:4]([CH3:5])([CH3:6])[CH3:7])[NH:8][CH:9]([CH3:10])[C:11](=[O:12])[OH:13].[CH3:14][O:15][C:16]([CH:17]1[NH:18][CH2:19][CH2:20][CH2:21]1)=[O:22].[CH3:35][N:36]1[CH2:37][CH2:38][O:39][CH2:40][CH2:41]1.[ClH:23].[O:42]=[CH:43][N:44]([CH3:45])[CH3:46].[OH2:24].[OH2:47].[OH:25][n:26]1[c:27]2[cH:28][cH:29][cH:30][cH:31][c:32]2[n:33][n:34]1>>[C:1](=[O:2])([O:3][C:4]([CH3:5])([CH3:6])[CH3:7])[NH:8][CH:9]([CH3:10])[C:11](=[O:13])[N:18]1[CH:17]([C:16]([O:15][CH3:14])=[O:22])[CH2:21][CH2:20][CH2:19]1.